The task is: describe an organic reaction: reactants, conditions, products, and yield. This data is from the Open Reaction Database (ORD), a public repository of structured organic reaction records. Reactants: [Al+3], CCOC(=O)C(C)=Cc1ccc(C(C)C)cc1, [Ce+3], [Cl-], [Cl-], [Cl-], [H-], [H-], [H-], [H-], [Li+], C1CCOC1, O. Yields the product CC(=Cc1ccc(C(C)C)cc1)CO. Reaction SMILES: [Al+3:23].[CH:1]([CH3:2])([CH3:3])[c:4]1[cH:5][cH:6][c:7]([CH:10]=[C:11]([C:12](=[O:13])[O:14][CH2:15][CH3:16])[CH3:17])[cH:8][cH:9]1.[Ce+3:19].[Cl-:18].[Cl-:20].[Cl-:21].[H-:22].[H-:25].[H-:26].[H-:27].[Li+:24].[O:29]1[CH2:30][CH2:31][CH2:32][CH2:33]1.[OH2:28]>>[CH:1]([CH3:2])([CH3:3])[c:4]1[cH:5][cH:6][c:7]([CH:10]=[C:11]([CH2:12][OH:13])[CH3:17])[cH:8][cH:9]1. Reactants: C1C=CC2=CC=CC=C12 (indene), C1(=CC=CC2=CC=CC=C12)I (1-naphtyl-iodide). The reagents and catalysts are CC(=O)[O-].CC(=O)[O-].[Pd+2] (Pd(OAc)2). Product: C1(=CC=CC2=CC=CC=C12)C=1CC2=CC=CC=C2C1 (2-( 1-naphtyl)-indene). Yield: 31.0%. RXN SMILES: [CH2:1]1[C:9]2[C:4](=[CH:5][CH:6]=[CH:7][CH:8]=2)[CH:3]=[CH:2]1.[C:10]1(I)[C:19]2[C:14](=[CH:15][CH:16]=[CH:17][CH:18]=2)[CH:13]=[CH:12][CH:11]=1>CC([O-])=O.CC([O-])=O.[Pd+2]>[C:18]1([C:2]2[CH2:3][C:4]3[C:9]([CH:1]=2)=[CH:8][CH:7]=[CH:6][CH:5]=3)[C:19]2[C:14](=[CH:13][CH:12]=[CH:11][CH:10]=2)[CH:15]=[CH:16][CH:17]=1 |f:2.3.4|. Reported procedure: 20 ml of triethylarine, 2.2 g (20 mmole) of indene, 5.08 g (20 mmole) of 1-naphtyl-iodide and 0.134 g (0.6 mmole) of Pd(OAc)2 were stirred under reflux for 10 h. After that the mixture was cooled to room temperature and evaporated. The residual oil was recrystallized from ethanol and dried under vacuum to obtain 1.5 g (31%) of the product. Starting materials: CC=1NC=CN1 (2-methylimidazole), ClC=1N=C(C2=C(N1)SC(=C2Cl)C)NCC2=CC=C(C=C2)F (2,5-dichloro-6-methyl-4-(4-fluorobenzylamino)-thieno-[2,3-d]-pyrimidine). Yields the product CC=1N(C=CN1)C=1N=C(C2=C(N1)SC(=C2Cl)C)NCC2=CC=C(C=C2)F (2-(2-methylimidazol-1-yl)-5-chloro-6-methyl-4-(4-fluorobenzylamino)-thieno-[2,3-d]-pyrimidine). As a reaction SMILES: [CH3:1][C:2]1[NH:3][CH:4]=[CH:5][N:6]=1.Cl[C:8]1[N:9]=[C:10]([NH:19][CH2:20][C:21]2[CH:26]=[CH:25][C:24]([F:27])=[CH:23][CH:22]=2)[C:11]2[C:16]([Cl:17])=[C:15]([CH3:18])[S:14][C:12]=2[N:13]=1>>[CH3:1][C:2]1[N:3]([C:8]2[N:9]=[C:10]([NH:19][CH2:20][C:21]3[CH:26]=[CH:25][C:24]([F:27])=[CH:23][CH:22]=3)[C:11]3[C:16]([Cl:17])=[C:15]([CH3:18])[S:14][C:12]=3[N:13]=2)[CH:4]=[CH:5][N:6]=1. Procedure details: Following the procedure of Example 97, the reaction of 2-methylimidazole with 2,5-dichloro-6-methyl-4-(4-fluorobenzylamino)-thieno-[2,3-d]-pyrimidine gives 2-(2-methylimidazol-1-yl)-5-chloro-6-methyl-4-(4-fluorobenzylamino)-thieno-[2,3-d]-pyrimidine. The reactants are CS(=O)(=O)Cl, ClCCl, CC1(C)CC(c2ccccc2N)Nc2ccc(C#N)cc21, O, c1ccncc1. Product: CC1(C)CC(c2ccccc2NS(C)(=O)=O)Nc2ccc(C#N)cc21. As a reaction SMILES: [CH3:28][S:29]([Cl:30])(=[O:31])=[O:32].[Cl:33][CH2:34][Cl:35].[NH2:1][c:2]1[c:3]([CH:8]2[NH:9][c:10]3[cH:11][cH:12][c:13]([C:20]#[N:21])[cH:14][c:15]3[C:16]([CH3:18])([CH3:19])[CH2:17]2)[cH:4][cH:5][cH:6][cH:7]1.[OH2:36].[cH:22]1[cH:23][cH:24][n:25][cH:26][cH:27]1>>[NH:1]([c:2]1[c:3]([CH:8]2[NH:9][c:10]3[cH:11][cH:12][c:13]([C:20]#[N:21])[cH:14][c:15]3[C:16]([CH3:18])([CH3:19])[CH2:17]2)[cH:4][cH:5][cH:6][cH:7]1)[S:29]([CH3:28])(=[O:31])=[O:32]. Reactants: ClC1=CC(=C(C=C1O)N1C(=NC(=CC1=O)C(F)(F)F)OC)F (1-(4-chloro-2-fluoro-5-hydroxyphenyl)-2-methoxy-4-trifluoromethyl-6(1H)-pyrimidinone), COCCl (chlorodimethyl ether), C([O-])([O-])=O.[Na+].[Na+] (sodium carbonate). Solvent: CC(=O)C (acetone). Product: ClC1=CC(=C(C=C1OCOC)N1C(=NC(=CC1=O)C(F)(F)F)OC)F (1-[4-chloro-2-fluoro-5-(methoxymethoxy) -phenyl]-2-methoxy-4-trifluoromethyl-6(1H)-pyrimidinone). As a reaction SMILES: [Cl:1][C:2]1[C:7]([OH:8])=[CH:6][C:5]([N:9]2[C:14](=[O:15])[CH:13]=[C:12]([C:16]([F:19])([F:18])[F:17])[N:11]=[C:10]2[O:20][CH3:21])=[C:4]([F:22])[CH:3]=1.[CH3:23][O:24][CH2:25]Cl.C(=O)([O-])[O-].[Na+].[Na+]>CC(C)=O>[Cl:1][C:2]1[C:7]([O:8][CH2:23][O:24][CH3:25])=[CH:6][C:5]([N:9]2[C:14](=[O:15])[CH:13]=[C:12]([C:16]([F:18])([F:17])[F:19])[N:11]=[C:10]2[O:20][CH3:21])=[C:4]([F:22])[CH:3]=1 |f:2.3.4|. Procedure: using 1-(4-chloro-2-fluoro-5-hydroxyphenyl)-2-methoxy-4-trifluoromethyl-6(1H)-pyrimidinone and chlorodimethyl ether with sodium carbonate in acetone there is obtained 1-[4-chloro-2-fluoro-5-(methoxymethoxy) -phenyl]-2-methoxy-4-trifluoromethyl-6(1H)-pyrimidinone, m.p. 97°-98° C.; Starting materials: COC(=O)c1ccc(CCC(C=Cc2ccccc2O)Cc2ccc(C#N)cc2)cc1, O=C([O-])[O-], CC#N, FC(F)(F)C(F)(c1ccc(CCl)cc1)C(F)(F)F, [K+], [K+]. Product: COC(=O)c1ccc(CCC(C=Cc2ccccc2OCc2ccc(C(F)(C(F)(F)F)C(F)(F)F)cc2)Cc2ccc(C#N)cc2)cc1. As a reaction SMILES: [C:1](#[N:2])[c:3]1[cH:4][cH:5][c:6]([CH2:7][CH:8]([CH2:9][CH2:10][c:11]2[cH:12][cH:13][c:14]([C:15](=[O:16])[O:17][CH3:18])[cH:19][cH:20]2)[CH:21]=[CH:22][c:23]2[c:24]([OH:29])[cH:25][cH:26][cH:27][cH:28]2)[cH:30][cH:31]1.[C:50](=[O:51])([O-:52])[O-:53].[CH3:56][C:57]#[N:58].[Cl:32][CH2:33][c:34]1[cH:35][cH:36][c:37]([C:40]([C:41]([F:42])([F:43])[F:44])([C:45]([F:46])([F:47])[F:48])[F:49])[cH:38][cH:39]1.[K+:54].[K+:55]>>[C:1](#[N:2])[c:3]1[cH:4][cH:5][c:6]([CH2:7][CH:8]([CH2:9][CH2:10][c:11]2[cH:12][cH:13][c:14]([C:15](=[O:16])[O:17][CH3:18])[cH:19][cH:20]2)[CH:21]=[CH:22][c:23]2[c:24]([O:29][CH2:33][c:34]3[cH:35][cH:36][c:37]([C:40]([C:41]([F:42])([F:43])[F:44])([C:45]([F:46])([F:47])[F:48])[F:49])[cH:38][cH:39]3)[cH:25][cH:26][cH:27][cH:28]2)[cH:30][cH:31]1. Starting materials: ClC1=NC=C(C(=O)NC2=CC=C(C=C2)OC(F)(F)Cl)C=C1C1=CC=NN1C1OCCCC1 (6-chloro-N-(4-(chlorodifluoromethoxy)phenyl)-5-(1-(tetrahydro-2H-pyran-2-yl)-1H-pyrazol-5-yl)nicotinamide), F[C@H]1[C@@H](CNC1)NC(OC(C)(C)C)=O (tert-butyl (trans-4-fluoropyrrolidin-3-yl)carbamate). Product: N[C@@H]1CN(C[C@H]1F)C1=NC=C(C(=O)NC2=CC=C(C=C2)OC(F)(F)Cl)C=C1C1=CC=NN1 (6-(trans-3-Amino-4-fluoropyrrolidin-1-yl)-N-(4-(chlorodifluoromethoxy)phenyl)-5-(1H-pyrazol-5-yl)nicotinamide). As a reaction SMILES: Cl[C:2]1[C:21]([C:22]2[N:26](C3CCCCO3)[N:25]=[CH:24][CH:23]=2)=[CH:20][C:5]([C:6]([NH:8][C:9]2[CH:14]=[CH:13][C:12]([O:15][C:16]([Cl:19])([F:18])[F:17])=[CH:11][CH:10]=2)=[O:7])=[CH:4][N:3]=1.[F:33][C@@H:34]1[CH2:38][NH:37][CH2:36][C@H:35]1[NH:39]C(=O)OC(C)(C)C>>[NH2:39][C@H:35]1[C@H:34]([F:33])[CH2:38][N:37]([C:2]2[C:21]([C:22]3[NH:26][N:25]=[CH:24][CH:23]=3)=[CH:20][C:5]([C:6]([NH:8][C:9]3[CH:14]=[CH:13][C:12]([O:15][C:16]([Cl:19])([F:17])[F:18])=[CH:11][CH:10]=3)=[O:7])=[CH:4][N:3]=2)[CH2:36]1. Procedure details: The title compound was prepared in an analogous fashion to that described in Example 33 using 6-chloro-N-(4-(chlorodifluoromethoxy)phenyl)-5-(1-(tetrahydro-2H-pyran-2-yl)-1H-pyrazol-5-yl)nicotinamide (Stage 48.2) and tert-butyl (trans-4-fluoropyrrolidin-3-yl)carbamate to afford an off-white powder. HPLC (Condition 4) tR=4.58 min, UPLC-MS (Condition 3) tR=0.83 min, m/z=467 [M+H]+; 1H-NMR (400 MHz, DMSO-d6) δ ppm 3.01 (br. s, 1H) 3.20-3.39 (m, 3H) 3.47 (d, J=10.56 Hz, 2H) 3.55-3.82 (m, 1H) 4.76-4....